Dataset: the Open Reaction Database (ORD), a public repository of structured organic reaction records. Task: describe an organic reaction: reactants, conditions, products, and yield Product: C(C#C)N(C(CCl)=O)CC1OCCO1 (N-propargyl-N-(1,3-dioxolan-2-ylmethyl)-α-chloroacetamide). Reaction SMILES: [CH2:1]([N:4]([CH2:9][CH:10]([O:13][CH3:14])[O:11][CH3:12])[C:5](=[O:8])[CH2:6][Cl:7])[C:2]#[CH:3].C1(C)C(S(O)(=O)=O)=CC=CC=1.C(=O)([O-])[O-].[Na+].[Na+]>C(O)C>[CH2:1]([N:4]([CH2:9][CH:10]1[O:11][CH2:12][CH2:14][O:13]1)[C:5](=[O:8])[CH2:6][Cl:7])[C:2]#[CH:3] |f:2.3.4|. Procedure details: N-Propargyl-N-(2,2-dimethoxyethyl)-α-chloroacetamide (8.5 grams), ethandiol-1,2 (2.16 ml) and trace amounts of toluenesulfonic acid were charged into a glass reaction vessel equipped with a mechanical stirrer, thermometer and reflux condenser. The reaction mixture was heated at reflux until no more ethanol was given off. After this time sodium carbonate (1 gram) was added to the mixture with stirring and the resulting mixture was distilled to yield the desired product N-propargyl-N-(1,3-dioxolan... Run in C(C)O (ethanol). Starting materials: C(C#C)N(C(CCl)=O)CC(OC)OC (N-Propargyl-N-(2,2-dimethoxyethyl)-α-chloroacetamide), C([O-])([O-])=O.[Na+].[Na+] (sodium carbonate), ethandiol-1,2, C=1(C(=CC=CC1)S(=O)(=O)O)C (toluenesulfonic acid). Reactants: CO, COc1cc([N+](=O)[O-])ccc1-n1cnc(C(F)F)c1. Product: COc1cc(N)ccc1-n1cnc(C(F)F)c1. As a reaction SMILES: [CH3:20][OH:21].[F:1][CH:2]([c:3]1[n:4][cH:5][n:6](-[c:8]2[c:9]([O:17][CH3:18])[cH:10][c:11]([N+:14]([O-:15])=[O:16])[cH:12][cH:13]2)[cH:7]1)[F:19]>>[F:1][CH:2]([c:3]1[n:4][cH:5][n:6](-[c:8]2[c:9]([O:17][CH3:18])[cH:10][c:11]([NH2:14])[cH:12][cH:13]2)[cH:7]1)[F:19]. Reactants: CC1(C)C(=O)N(C(CCO[Si](C)(C)C(C)(C)C)c2ccccc2)c2ccccc21, CCCC[N+](CCCC)(CCCC)CCCC, [F-], C1CCOC1. Yields the product CC1(C)C(=O)N(C(CCO)c2ccccc2)c2ccccc21. As a reaction SMILES: [C:1]([Si:2]([CH3:3])([CH3:4])[O:6][CH2:7][CH2:8][CH:9]([c:10]1[cH:11][cH:12][cH:13][cH:14][cH:15]1)[N:16]1[C:17](=[O:27])[C:18]([CH3:25])([CH3:26])[c:19]2[cH:20][cH:21][cH:22][cH:23][c:24]21)([CH3:5])([CH3:28])[CH3:29].[CH2:31]([N+:32]([CH2:33][CH2:34][CH2:35][CH3:36])([CH2:37][CH2:38][CH2:39][CH3:40])[CH2:41][CH2:42][CH2:43][CH3:44])[CH2:45][CH2:46][CH3:47].[F-:30].[O:48]1[CH2:49][CH2:50][CH2:51][CH2:52]1>>[OH:6][CH2:7][CH2:8][CH:9]([c:10]1[cH:11][cH:12][cH:13][cH:14][cH:15]1)[N:16]1[C:17](=[O:27])[C:18]([CH3:25])([CH3:26])[c:19]2[cH:20][cH:21][cH:22][cH:23][c:24]21. Reactants: CCOC(=O)C1Cc2ccccc2C1, CCO, [K+], [OH-], O. Product: O=C(O)C1Cc2ccccc2C1. RXN SMILES: [C:1](=[O:2])([O:3][CH2:4][CH3:5])[CH:6]1[CH2:7][c:8]2[cH:9][cH:10][cH:11][cH:12][c:13]2[CH2:14]1.[CH3:17][CH2:18][OH:19].[K+:16].[OH-:15].[OH2:20]>>[C:1](=[O:2])([OH:3])[CH:6]1[CH2:7][c:8]2[cH:9][cH:10][cH:11][cH:12][c:13]2[CH2:14]1. Reactants: NC(CC1=C(C=CC=C1)C#CC1=NC(=NC=C1C(F)(F)F)NC1=C(C=C(C=C1)C1CCN(CC1)C(=O)OC(C)(C)C)OC(F)(F)F)=O (tert-Butyl 4-(4-((4-((2-(2-amino-2-oxoethyl)phenyl)ethynyl)-5-(trifluoromethyl)pyrimidin-2-yl)amino)-3-(trifluoromethoxy)phenyl)piperidine-1-carboxylate). Reagents/catalysts: [OH-].[OH-].[Pd+2] (Pd(OH)2/C). Solvent: CCOC(=O)C (EtOAc), CN(C)C=O (DMF). Reaction conditions: time 24 hour. The product is NC(CC1=C(CCC2=NC(=NC=C2C(F)(F)F)NC2=C(C=C(C=C2)C2CCN(CC2)C(=O)OC(C)(C)C)OC(F)(F)F)C=CC=C1)=O (tert-Butyl 4-(4-((4-(2-(2-amino-2-oxoethyl)phenethyl)-5-(trifluoromethyl)pyrimidin-2-yl)amino)-3-(trifluoromethoxy)phenyl)piperidine-1-carboxylate). Yield: 88.0%. RXN SMILES: [NH2:1][C:2](=[O:47])[CH2:3][C:4]1[CH:9]=[CH:8][CH:7]=[CH:6][C:5]=1[C:10]#[C:11][C:12]1[C:17]([C:18]([F:21])([F:20])[F:19])=[CH:16][N:15]=[C:14]([NH:22][C:23]2[CH:28]=[CH:27][C:26]([CH:29]3[CH2:34][CH2:33][N:32]([C:35]([O:37][C:38]([CH3:41])([CH3:40])[CH3:39])=[O:36])[CH2:31][CH2:30]3)=[CH:25][C:24]=2[O:42][C:43]([F:46])([F:45])[F:44])[N:13]=1>CN(C=O)C.CCOC(C)=O.[OH-].[OH-].[Pd+2]>[NH2:1][C:2](=[O:47])[CH2:3][C:4]1[CH:9]=[CH:8][CH:7]=[CH:6][C:5]=1[CH2:10][CH2:11][C:12]1[C:17]([C:18]([F:19])([F:21])[F:20])=[CH:16][N:15]=[C:14]([NH:22][C:23]2[CH:28]=[CH:27][C:26]([CH:29]3[CH2:30][CH2:31][N:32]([C:35]([O:37][C:38]([CH3:41])([CH3:40])[CH3:39])=[O:36])[CH2:33][CH2:34]3)=[CH:25][C:24]=2[O:42][C:43]([F:46])([F:45])[F:44])[N:13]=1 |f:3.4.5|. Procedure: tert-Butyl 4-(4-((4-((2-(2-amino-2-oxoethyl)phenyl)ethynyl)-5-(trifluoromethyl)pyrimidin-2-yl)amino)-3-(trifluoromethoxy)phenyl)piperidine-1-carboxylate (I49) (72.0 mg, 0.108 mmol) was dissolved in dry DMF (7 mL) under an atmosphere of nitrogen, and a slurry of 10% Pd(OH)2/C (0.050 g) in EtOAc (2 mL) was added. The mixture then was stirred vigorously under hydrogen for 24 hours. Upon completion, the reaction was filtered through a pad of celite, which was washed with EtOAc (40 mL). The combined ... Reactants: N1=C(C=CC2=CC=CC=C12)COC1=CC=C(C=C1)CC(=O)Cl (2-(4-(quinolin-2-ylmethoxy)phenyl)acetyl chloride), OC1(CC1)C(=O)OC (methyl 1-hydroxycyclopropanecarboxylate). Reagents/catalysts: CN(C)C=1C=CN=CC1 (DMAP). The solvent is C(Cl)Cl (DCM). Reaction conditions: time 14 hour. Yields the product N1=C(C=CC2=CC=CC=C12)COC1=CC=C(C=C1)CC(=O)OC1(C=C1)C(=O)OC (methyl 1-(2-(4-(quinolin-2-ylmethoxy)phenyl)acetoxy)cyclopropenecarboxylate). Isolated yield 78.3%. RXN SMILES: [N:1]1[C:10]2[C:5](=[CH:6][CH:7]=[CH:8][CH:9]=2)[CH:4]=[CH:3][C:2]=1[CH2:11][O:12][C:13]1[CH:18]=[CH:17][C:16]([CH2:19][C:20](Cl)=[O:21])=[CH:15][CH:14]=1.[OH:23][C:24]1([C:27]([O:29][CH3:30])=[O:28])[CH2:26][CH2:25]1>C(Cl)Cl.CN(C1C=CN=CC=1)C>[N:1]1[C:10]2[C:5](=[CH:6][CH:7]=[CH:8][CH:9]=2)[CH:4]=[CH:3][C:2]=1[CH2:11][O:12][C:13]1[CH:18]=[CH:17][C:16]([CH2:19][C:20]([O:23][C:24]2([C:27]([O:29][CH3:30])=[O:28])[CH:26]=[CH:25]2)=[O:21])=[CH:15][CH:14]=1. Reported procedure: To a stirred solution of 2-(4-(quinolin-2-ylmethoxy)phenyl)acetyl chloride (2.0 g, 6.557 mmol) in DCM (50 mL), DMAP (1.4 g, 13.114 mmol) was added followed by methyl 1-hydroxycyclopropanecarboxylate (1.1 g, 9.836 mmol) under a nitrogen atmosphere at RT and the mixture was stirred for 14 h. After complete consumption of the starting material (by TLC), the reaction mixture was quenched with water (10 mL) and the aqueous layer was extracted with DCM (2×50 mL). The combined organic layers were washe... Reactants: C[Si](C)(C)I, O=C(NCC1Cc2cc(F)cc(-c3c(Cl)cccc3Cl)c2O1)OCc1ccccc1, Cl. Yields the product NCC1Cc2cc(F)cc(-c3c(Cl)cccc3Cl)c2O1. RXN SMILES: [CH3:1][Si:2]([I:3])([CH3:4])[CH3:5].[Cl:6][c:7]1[c:8](-[c:14]2[cH:15][c:16]([F:35])[cH:17][c:18]3[c:22]2[O:21][CH:20]([CH2:23][NH:24][C:25](=[O:26])[O:27][CH2:28][c:29]2[cH:30][cH:31][cH:32][cH:33][cH:34]2)[CH2:19]3)[c:9]([Cl:13])[cH:10][cH:11][cH:12]1.[ClH:36]>>[Cl:6][c:7]1[c:8](-[c:14]2[cH:15][c:16]([F:35])[cH:17][c:18]3[c:22]2[O:21][CH:20]([CH2:23][NH2:24])[CH2:19]3)[c:9]([Cl:13])[cH:10][cH:11][cH:12]1.